From a dataset of the Open Reaction Database (ORD), a public repository of structured organic reaction records. describe an organic reaction: reactants, conditions, products, and yield The reactants are Cc1ccc(N(CC(=O)O)S(=O)(=O)c2ccc3c(c2)CNCC3)cc1, CCNCc1ccccn1, CCN(Cc1ccccn1)C(=O)CN(c1ccc(C)cc1)S(=O)(=O)c1ccc2c(c1)CN(C=O)CC2, O=CO. Product: CCN(Cc1ccccn1)C(=O)CN(c1ccc(C)cc1)S(=O)(=O)c1ccc2c(c1)CNCC2. Reaction SMILES: [CH2:1]1[c:2]2[c:3]([cH:4][cH:5][c:6]([S:7]([N:8]([CH2:9][C:10]([OH:11])=[O:12])[c:13]3[cH:14][cH:15][c:16]([CH3:17])[cH:18][cH:19]3)(=[O:20])=[O:21])[cH:22]2)[CH2:23][CH2:24][NH:25]1.[CH2:26]([NH:27][CH2:28][c:29]1[cH:30][cH:31][cH:32][cH:33][n:34]1)[CH3:35].[CH2:36]([CH3:37])[N:38]([C:39]([CH2:40][N:41]([c:42]1[cH:43][cH:44][c:45]([CH3:48])[cH:46][cH:47]1)[S:49](=[O:50])(=[O:51])[c:52]1[cH:53][cH:54][c:55]2[c:60]([cH:61]1)[CH2:59][N:58]([CH:62]=[O:63])[CH2:57][CH2:56]2)=[O:64])[CH2:65][c:66]1[n:67][cH:68][cH:69][cH:70][cH:71]1.[CH:72]([OH:73])=[O:74]>>[CH2:36]([CH3:37])[N:38]([C:39]([CH2:40][N:41]([c:42]1[cH:43][cH:44][c:45]([CH3:48])[cH:46][cH:47]1)[S:49](=[O:50])(=[O:51])[c:52]1[cH:53][cH:54][c:55]2[c:60]([cH:61]1)[CH2:59][NH:58][CH2:57][CH2:56]2)=[O:64])[CH2:65][c:66]1[n:67][cH:68][cH:69][cH:70][cH:71]1. Reactants: C(N)(OCCO[C@H]([C@H]1CN(CCC1)C(N[C@@H](CC1CCCCC1)CNCC(=O)OCC[Si](C)(C)C)=O)C1=CC(=CC=C1)Cl)=O (2-((R)-(3-chlorophenyl)((R)-1-((S)-1-cyclohexyl-3-(2-(trimethylsilyl)ethoxycarbonylmethylamino)propan-2-ylcarbamoyl)piperidin-3-yl)methoxy)ethyl carbamate), FC(C(=O)O)(F)F (trifluoroacetic acid). The solvent is C(Cl)Cl (CH2Cl2). Conditions: time 3 hour. The product is C(N)(OCCO[C@H]([C@H]1CN(CCC1)C(N[C@@H](CC1CCCCC1)CNC)=O)C1=CC(=CC=C1)Cl)=O (2-((R)-(3-chlorophenyl)((R)-1-((S)-1-cyclohexyl-3-(methylamino)propan-2-ylcarbamoyl)piperidin-3-yl)methoxy)ethyl carbamate), C(=O)(C(F)(F)F)O (TFA). Isolated yield 86.0%. Reaction SMILES: [C:1](=[O:44])([O:3][CH2:4][CH2:5][O:6][C@@H:7]([C:37]1[CH:42]=[CH:41][CH:40]=[C:39]([Cl:43])[CH:38]=1)[C@@H:8]1[CH2:13][CH2:12][CH2:11][N:10]([C:14](=[O:36])[NH:15][C@H:16]([CH2:24][NH:25][CH2:26]C(OCC[Si](C)(C)C)=O)[CH2:17][CH:18]2[CH2:23][CH2:22][CH2:21][CH2:20][CH2:19]2)[CH2:9]1)[NH2:2].[F:45][C:46]([F:51])([F:50])[C:47]([OH:49])=[O:48]>C(Cl)Cl>[C:1](=[O:44])([O:3][CH2:4][CH2:5][O:6][C@@H:7]([C:37]1[CH:42]=[CH:41][CH:40]=[C:39]([Cl:43])[CH:38]=1)[C@@H:8]1[CH2:13][CH2:12][CH2:11][N:10]([C:14](=[O:36])[NH:15][C@H:16]([CH2:24][NH:25][CH3:26])[CH2:17][CH:18]2[CH2:23][CH2:22][CH2:21][CH2:20][CH2:19]2)[CH2:9]1)[NH2:2].[C:47]([OH:49])([C:46]([F:51])([F:50])[F:45])=[O:48]. Procedure: A mixture of 2-((R)-(3-chlorophenyl)((R)-1-((S)-1-cyclohexyl-3-(2-(trimethylsilyl)ethoxycarbonylmethylamino)propan-2-ylcarbamoyl)piperidin-3-yl)methoxy)ethyl carbamate (0.0250 g, 0.038 mmol) and trifluoroacetic acid (1 mL) in CH2Cl2 (5 mL) was stirred at rt for 3 h. After the solvents were removed in vacuo, the residue was purified by reversed-phase HPLC (Phenomenex® Luna 5μ C18(2) 100 A, 250×21.20 mm, 5 micron, 10%→90% CH3CN/H2O, 0.1% CF3COOH over 13 min, flow rate 25 mL/min) to give 2-((R)-(3-... Reactants: compound 12, S(N)(OC1=CC=2CC[C@H]3[C@@H]4CC=C([C@@]4(C)CC[C@@H]3C2C=C1)C(NCCCC)=O)(=O)=O (17-(N-Butylcarbamoyl)estra-1,3,5(10),16-tetraen-3-yl Sulfamate), [Si](C)(C)(C)I (TMS-I). The product is S(N)(OC1=CC=2CC[C@H]3[C@@H]4CC=C([C@@]4(C)CC[C@@H]3C2C=C1)C(N)=O)(=O)=O (17-Carbamoylestra-1,3,5(10),16-tetraen-3-yl Sulfamate). As a reaction SMILES: [S:1](=[O:30])(=[O:29])([O:3][C:4]1[CH:21]=[CH:20][C:19]2[C@@H:18]3[C@H:9]([C@H:10]4[C@@:14]([CH2:16][CH2:17]3)([CH3:15])[C:13]([C:22](=[O:28])[NH:23]CCCC)=[CH:12][CH2:11]4)[CH2:8][CH2:7][C:6]=2[CH:5]=1)[NH2:2].[Si](I)(C)(C)C>>[S:1](=[O:29])(=[O:30])([O:3][C:4]1[CH:21]=[CH:20][C:19]2[C@@H:18]3[C@H:9]([C@H:10]4[C@@:14]([CH2:16][CH2:17]3)([CH3:15])[C:13]([C:22](=[O:28])[NH2:23])=[CH:12][CH2:11]4)[CH2:8][CH2:7][C:6]=2[CH:5]=1)[NH2:2]. Procedure details: Compound 11o was synthesized in a similar manner as 11a except that TMS-I was used in place of BBr3. Compound 11o was prepared from compound 12. EI-MS m/z 376 M+; 1H NMR (300 MHz, DMSO-d6) δ 0.88 (s, 3H, CH3), 6.44 (brs, 1H, 16-CH), 6.74 (brs, 2H, CONH2), 6.97 (s, 1H, ArH), 7.01 (d, 1H, J=9 Hz, ArH), 7.32 (d, 1H, J=9 Hz, ArH), 7.89 (s, 2H, SO2NH2). The reactants are BrC=1C(=CC(=C(C(=O)O)C1)F)OC (5-bromo-2-fluoro-4-methoxybenzoic acid), S(=O)(Cl)Cl (thionyl chloride). Run in CN(C)C=O.C1(=CC=CC=C1)C (DMF toluene). Conditions: temperature 70 celsius, time 2 hour. The product is BrC=1C(=CC(=C(C(=O)Cl)C1)F)OC (5-bromo-2-fluoro-4-methoxybenzoic acid chloride). RXN SMILES: [Br:1][C:2]1[C:3]([O:12][CH3:13])=[CH:4][C:5]([F:11])=[C:6]([CH:10]=1)[C:7](O)=[O:8].S(Cl)([Cl:16])=O>CN(C=O)C.C1(C)C=CC=CC=1>[Br:1][C:2]1[C:3]([O:12][CH3:13])=[CH:4][C:5]([F:11])=[C:6]([CH:10]=1)[C:7]([Cl:16])=[O:8] |f:2.3|. Reported procedure: Under a nitrogen atmosphere, 5-bromo-2-fluoro-4-methoxybenzoic acid (10.0 g) was suspended in DMF/toluene solution (50 mL) (DMF concentration: 300 ppm). To the suspension was added dropwise thionyl chloride (5.73 g) at 70° C. After stirring at 70° C. for 2 hr, the completion of the reaction was confirmed by HPLC. Toluene and excess thionyl chloride were evaporated under reduced pressure. To the concentrated residue was added toluene (30 mL), and the mixture was concentrated again under reduced p...